This data is from the Open Reaction Database (ORD), a public repository of structured organic reaction records. The task is: describe an organic reaction: reactants, conditions, products, and yield The reactants are [Br-].C(=O)(O)CCCCC[P+](C1=CC=CC=C1)(C1=CC=CC=C1)C1=CC=CC=C1 (5-Carboxypentyl-triphenylphosphonium bromide), C(C1=CC=CC=C1)=O (benzaldehyde), [O-]CCCC.[K+] (potassium butoxide). Solvent: C(C)(C)O (isopropanol). Reaction conditions: time 2 hour. Yields the product C1(=CC=CC=C1)C=CCCCCC(=O)O (7-phenyl-6-heptenoic acid). Isolated yield 85.1%. RXN SMILES: [Br-].[C:2]([CH2:5][CH2:6][CH2:7][CH2:8][CH2:9][P+](C1C=CC=CC=1)(C1C=CC=CC=1)C1C=CC=CC=1)([OH:4])=[O:3].[CH:29](=O)[C:30]1[CH:35]=[CH:34][CH:33]=[CH:32][CH:31]=1.[O-]CCCC.[K+]>C(O)(C)C>[C:30]1([CH:29]=[CH:9][CH2:8][CH2:7][CH2:6][CH2:5][C:2]([OH:4])=[O:3])[CH:35]=[CH:34][CH:33]=[CH:32][CH:31]=1 |f:0.1,3.4|. Procedure details: 5-Carboxypentyl-triphenylphosphonium bromide (20 g) and benzaldehyde (5.6 g) were suspended in isopropanol (100 ml). To the suspension was added potassium butoxide (10.8 g) in limited amounts at 25° C., then the reaction was allowed to proceed for 2 hours at 70° C. Isopropanol was distilled off under reduced pressure. To the residue was added water (100 ml) to make a solution, which was acidified with hydrochloric acid, followed by extraction with ethyl acetate. The extract was washed with water...